This data is from the Open Reaction Database (ORD), a public repository of structured organic reaction records. The task is: describe an organic reaction: reactants, conditions, products, and yield Starting materials: O (Water), C[Si](C)(C)C#C ((Trimethylsilyl)acetylene), BrC=1C=C2/C(/C(NC2=CC1)=O)=C/C=1NC=CC1 ((Z)-5-bromo-1,3-dihydro-3-[(1H-pyrrol-2-yl)methylene]-2H-indol-2-one), BrC=1C=C2/C(/C(NC2=CC1)=O)=C/C=1NC=CC1 ((Z)-5-bromo-1,3-dihydro-3-[(1H-pyrrol-2-yl)methylene]-2H-indol-2-one). Reagents/catalysts: [Cu]I (CuI), Cl[Pd]([P](C1=CC=CC=C1)(C2=CC=CC=C2)C3=CC=CC=C3)([P](C4=CC=CC=C4)(C5=CC=CC=C5)C6=CC=CC=C6)Cl ((Ph3P)2PdCl2). The solvent is CN(C)C=O (DMF), C(C)N(CC)CC (triethylamine). Run at temperature 70 celsius. The product is N1C(=CC=C1)\C=C\1/C(NC2=CC=C(C=C12)C#C[Si](C)(C)C)=O ((Z)-1,3-dihydro-3-[(1H-pyrrol-2-yl)methylene]-5-(trimethylsilyl)ethynyl-2H-indol-2-one). RXN SMILES: [CH3:1][Si:2]([C:5]#[CH:6])([CH3:4])[CH3:3].Br[C:8]1[CH:9]=[C:10]2[C:14](=[CH:15][CH:16]=1)[NH:13][C:12](=[O:17])/[C:11]/2=[CH:18]\[C:19]1[NH:20][CH:21]=[CH:22][CH:23]=1.O>CN(C=O)C.C(N(CC)CC)C.[Cu]I.Cl[Pd](Cl)([P](C1C=CC=CC=1)(C1C=CC=CC=1)C1C=CC=CC=1)[P](C1C=CC=CC=1)(C1C=CC=CC=1)C1C=CC=CC=1>[NH:20]1[CH:21]=[CH:22][CH:23]=[C:19]1/[CH:18]=[C:11]1\[C:12](=[O:17])[NH:13][C:14]2[C:10]\1=[CH:9][C:8]([C:6]#[C:5][Si:2]([CH3:4])([CH3:3])[CH3:1])=[CH:16][CH:15]=2 |^1:41,60|. Procedure: (Trimethylsilyl)acetylene (1.36 g,13.8 mmol) (Aldrich) and (Z)-5-bromo-1,3-dihydro-3-[(1H-pyrrol-2-yl)methylene]-2H-indol-2-one (2.0 g, 6.9 mmol) (Starting Material 7) were dissolved in 30 mL DMF and 40 mL triethylamine. The solution was degassed for 30 minutes by bubbling argon through the solution. At this time CuI (130 mg, 0.68 mmol) (Aldrich) and (Ph3P)2PdCl2 (400 mg, 0.57 mmol) (Aldrich) were added, and the reaction was heated, under argon, at 70° C. for 22 hours. Water (20 mL) was then add... Reaction SMILES: C[O:2][C:3]([C:5]1[N:13]=[C:12]2[C:8]([N:9]=[CH:10][N:11]2[C@@H:14]2[CH2:18][C@H:17]([NH:19][C:20](=[O:23])[CH2:21][CH3:22])[C@@H:16]([OH:24])[C@H:15]2[OH:25])=[C:7]([NH:26][CH2:27][CH:28]([C:35]2[CH:40]=[CH:39][CH:38]=[CH:37][CH:36]=2)[C:29]2[CH:34]=[CH:33][CH:32]=[CH:31][CH:30]=2)[N:6]=1)=O.[CH2:41]([NH2:44])[CH2:42][NH2:43]>>[NH2:43][CH2:42][CH2:41][NH:44][C:3]([C:5]1[N:13]=[C:12]2[C:8]([N:9]=[CH:10][N:11]2[C@@H:14]2[CH2:18][C@H:17]([NH:19][C:20](=[O:23])[CH2:21][CH3:22])[C@@H:16]([OH:24])[C@H:15]2[OH:25])=[C:7]([NH:26][CH2:27][CH:28]([C:35]2[CH:36]=[CH:37][CH:38]=[CH:39][CH:40]=2)[C:29]2[CH:30]=[CH:31][CH:32]=[CH:33][CH:34]=2)[N:6]=1)=[O:2]. Conditions: temperature 105 celsius, time 45 minute. The product is NCCNC(=O)C1=NC(=C2N=CN(C2=N1)[C@H]1[C@@H]([C@@H]([C@H](C1)NC(CC)=O)O)O)NCC(C1=CC=CC=C1)C1=CC=CC=C1 (9-((1R,2S,3R,4S)-2,3-Dihydroxy-4-propionylamino-cyclopentyl)-6-(2,2-diphenyl-ethylamino)-9H-purine-2-carboxylic acid (2-amino-ethyl)-amide). Procedure details: 9-((1R,2S,3R,4S)-2,3-Dihydroxy-4-propionylamino-cyclopentyl)-6-(2,2-diphenyl-ethylamino)-9H-purine-2-carboxylic acid methyl ester (62 mg, 1.0 mmol) is dissolved in ethylene diamine (3.4 ml, 51 mmol) and the solution is stirred at 105° C. The reaction is shown to be complete by LCMS after 45 minutes. The reaction mixture is concentrated in vacuo and the title compound is obtained after purification by reverse phase column chromatography (Isolute™ C18, 0-100% acetonitrile in water). MS (ES+) m/e 5... Reactants: COC(=O)C1=NC(=C2N=CN(C2=N1)[C@H]1[C@@H]([C@@H]([C@H](C1)NC(CC)=O)O)O)NCC(C1=CC=CC=C1)C1=CC=CC=C1 (9-((1R,2S,3R,4S)-2,3-Dihydroxy-4-propionylamino-cyclopentyl)-6-(2,2-diphenyl-ethylamino)-9H-purine-2-carboxylic acid methyl ester), C(CN)N (ethylene diamine). Procedure: Palladium on carbon (10%, 46 mg) was added to 25e (230 mg, 0.38 mmol) in anhydrous THF (2.50 mL) and the solution was placed under an atmosphere of H2. After 12 hours, the solution was filtered through SiO2 (1:1 CH2Cl2:Acetone) and the eluent was concentrated to afford a yellow solid, which was used without further purification (177 mg, 99%). EDCI (61.5 mg, 0.32 mmol) and 3′,6-dimethoxybiphenyl-3-carboxylic acid (66.3 mg, 0.26 mmol) were added to the amine (60.0 mg, 0.13 mmol) in 30% pyridine/CH... Run at time 12 hour. Reactants: C([O-])([O-])=O (carbonate), C(C1=CC=CC=C1)C=1C(=CC=C2C=C(C(OC12)=O)NC(OCC1=CC=CC=C1)=O)O[C@@H]1OC([C@@H]([C@@H]2[C@H]1OC(O2)=O)OC)(C)C (Benzyl 8-benzyl-7-((3aR,4R,7R,7aR)-7-methoxy-6,6-dimethyl-2-oxotetrahydro-3aH-[1,3]dioxolo[4,5-c]pyran-4-yloxy)-2-oxo-2H-chromen-3-ylcarbamate), CCN=C=NCCCN(C)C (EDCI), COC=1C=C(C=CC1)C1=CC(=CC=C1OC)C(=O)O (3′,6-dimethoxybiphenyl-3-carboxylic acid), amine. As a reaction SMILES: [CH2:1]([C:8]1[C:9]([O:30][C@H:31]2[C@@H:36]3[O:37]C(=O)[O:39][C@@H:35]3[C@@H:34]([O:41][CH3:42])[C:33]([CH3:44])([CH3:43])[O:32]2)=[CH:10][CH:11]=[C:12]2[C:17]=1[O:16][C:15](=[O:18])[C:14]([NH:19]C(=O)OCC1C=CC=CC=1)=[CH:13]2)[C:2]1[CH:7]=[CH:6][CH:5]=[CH:4][CH:3]=1.CCN=C=NCCCN(C)C.[CH3:56][O:57][C:58]1[CH:59]=[C:60]([C:64]2[C:69]([O:70][CH3:71])=[CH:68][CH:67]=[C:66]([C:72]([OH:74])=O)[CH:65]=2)[CH:61]=[CH:62][CH:63]=1.C(=O)([O-])[O-]>[Pd].C1COCC1.N1C=CC=CC=1.C(Cl)Cl.CO.C(Cl)Cl.C(N(CC)CC)C>[CH2:1]([C:8]1[C:9]([O:30][C@H:31]2[C@H:36]([OH:37])[C@H:35]([OH:39])[C@@H:34]([O:41][CH3:42])[C:33]([CH3:44])([CH3:43])[O:32]2)=[CH:10][CH:11]=[C:12]2[C:17]=1[O:16][C:15](=[O:18])[C:14]([NH:19][C:72]([C:66]1[CH:65]=[C:64]([C:60]3[CH:61]=[CH:62][CH:63]=[C:58]([O:57][CH3:56])[CH:59]=3)[C:69]([O:70][CH3:71])=[CH:68][CH:67]=1)=[O:74])=[CH:13]2)[C:2]1[CH:7]=[CH:6][CH:5]=[CH:4][CH:3]=1 |f:6.7|. Yields the product C(C1=CC=CC=C1)C=1C(=CC=C2C=C(C(OC12)=O)NC(=O)C=1C=C(C(=CC1)OC)C1=CC(=CC=C1)OC)O[C@@H]1OC([C@@H]([C@H]([C@H]1O)O)OC)(C)C (N-(8-benzyl-7-((2R,3R,4S,5R)-3,4-dihydroxy-5-methoxy-6,6-dimethyltetrahydro-2H-pyran-2-yloxy)-2-oxo-2H-chromen-3-yl)-3′,6-dimethoxybiphenyl-3-carboxamide). The yield is 3.4%. The reagents and catalysts are [Pd] (Palladium on carbon). Solvent: CO (MeOH), C(Cl)Cl (CH2Cl2), C(C)N(CC)CC (Triethylamine), C1CCOC1 (THF), N1=CC=CC=C1.C(Cl)Cl (pyridine CH2Cl2). Reactants: [BH4-].[Na+] (NaBH4), CC=1C=C(OC=2C(=C(NC(C2I)=O)C=O)CC)C=C(C1)C (4-(3,5-dimethylphenoxy)-3-ethyl-1,6-dihydro-5-iodo-6-oxo-2-pyridinecarboxaldehyde), O (Water). Solvent: CO (methanol). Reaction conditions: time 1 hour. The product is CC=1C=C(OC2=C(C(NC(=C2CC)CO)=O)I)C=C(C1)C (4-(3,5-dimethylphenoxy)-5-ethyl-6-(hydroxymethyl)-3-iodo-2(1H)-pyridinone). As a reaction SMILES: [BH4-].[Na+].[CH3:3][C:4]1[CH:5]=[C:6]([CH:20]=[C:21]([CH3:23])[CH:22]=1)[O:7][C:8]1[C:9]([CH2:18][CH3:19])=[C:10]([CH:16]=[O:17])[NH:11][C:12](=[O:15])[C:13]=1[I:14].O>CO>[CH3:23][C:21]1[CH:20]=[C:6]([CH:5]=[C:4]([CH3:3])[CH:22]=1)[O:7][C:8]1[C:9]([CH2:18][CH3:19])=[C:10]([CH2:16][OH:17])[NH:11][C:12](=[O:15])[C:13]=1[I:14] |f:0.1|. Procedure: NaBH4 (0.047 g; 1.3 mmol) was added to a mixture of compound 159 (0.5 g; 0.013 mol) in methanol (3 ml). The mixture was stirred at room temperature for 1 hour. Water was added. The precipitate was filtered off, taken up in diisopropyl ether and dried to yield 0.26 g (52%), m.p.=70° C.).